describe an organic reaction: reactants, conditions, products, and yield From a dataset of the Open Reaction Database (ORD), a public repository of structured organic reaction records. The product is CCOC(=O)C=Cc1ccc([N+](=O)[O-])cc1. The reactants are CCOC(=O)C=P(c1ccccc1)(c1ccccc1)c1ccccc1, ClCCl, O=Cc1ccc([N+](=O)[O-])cc1. Reaction SMILES: [CH2:12]([CH3:13])[O:14][C:15]([CH:16]=[P:17]([c:18]1[cH:19][cH:20][cH:21][cH:22][cH:23]1)([c:24]1[cH:25][cH:26][cH:27][cH:28][cH:29]1)[c:30]1[cH:31][cH:32][cH:33][cH:34][cH:35]1)=[O:36].[Cl:37][CH2:38][Cl:39].[N+:1](=[O:2])([O-:3])[c:4]1[cH:5][cH:6][c:7]([CH:8]=[O:9])[cH:10][cH:11]1>>[N+:1](=[O:2])([O-:3])[c:4]1[cH:5][cH:6][c:7]([CH:8]=[CH:16][C:15]([O:14][CH2:12][CH3:13])=[O:36])[cH:10][cH:11]1. The reactants are COC(=O)C(Cc1c[nH]c2ccccc12)NS(=O)(=O)c1ccc(OC)cc1, CCO, Cl, [Na+], [OH-]. Yields the product COc1ccc(S(=O)(=O)NC(Cc2c[nH]c3ccccc23)C(=O)O)cc1. RXN SMILES: [CH3:1][O:2][C:3]([CH:4]([CH2:5][c:6]1[cH:7][nH:8][c:9]2[cH:10][cH:11][cH:12][cH:13][c:14]12)[NH:15][S:16](=[O:17])(=[O:18])[c:19]1[cH:20][cH:21][c:22]([O:25][CH3:26])[cH:23][cH:24]1)=[O:27].[CH3:31][CH2:32][OH:33].[ClH:30].[Na+:29].[OH-:28]>>[O:2]=[C:3]([CH:4]([CH2:5][c:6]1[cH:7][nH:8][c:9]2[cH:10][cH:11][cH:12][cH:13][c:14]12)[NH:15][S:16](=[O:17])(=[O:18])[c:19]1[cH:20][cH:21][c:22]([O:25][CH3:26])[cH:23][cH:24]1)[OH:27]. Starting materials: N[C@]12[C@@H]([C@H]3CC[C@@H]4[C@]5(CC=C(C([C@@H]5CC[C@]4([C@@]3(CC1)C)C)(C)C)C1=CC(=C(C(=O)O)C=C1)F)C)[C@@H](CC2)C(=C)C (4-((1R,3aS,5aR,5bR,7aR,11aS,11bR,13aR,13bR)-3a-amino-5a,5b,8,8,11a-pentamethyl-1-(prop-1-en-2-yl)-2,3,3a,4,5,5a,5b,6,7,7a,8,11,11a,11b,12,13,13a,13b-octadecahydro-1H-cyclopenta[a]chrysen-9-yl)-2-fluorobenzoic acid), COC(=O)C1=CC=C(S1)B(O)O (5-(methoxycarbonyl)thiophen-2-ylboronic acid). Yields the product N[C@]12[C@@H]([C@H]3CC[C@@H]4[C@]5(CC=C(C([C@@H]5CC[C@]4([C@@]3(CC1)C)C)(C)C)C1=CC=C(S1)C(=O)O)C)[C@@H](CC2)C(=C)C (5-((1R,3aS,5aR,5bR,7aR,11aS,11bR,13aR,13bR)-3a-amino-5a,5b,8,8,11a-pentamethyl-1-(prop-1-en-2-yl)-2,3,3a,4,5,5a,5b,6,7,7a,8,11,11a,11b,12,13,13a,13b-octadecahydro-1H-cyclopenta[a]chrysen-9-yl)thiophene-2-carboxylic acid), solid. Isolated yield 44.0%. As a reaction SMILES: [NH2:1][C@:2]12[CH2:37][CH2:36][C@@H:35]([C:38]([CH3:40])=[CH2:39])[C@@H:3]1[C@@H:4]1[C@@:17]([CH3:20])([CH2:18][CH2:19]2)[C@@:16]2([CH3:21])[C@@H:7]([C@:8]3([CH3:34])[C@@H:13]([CH2:14][CH2:15]2)[C:12]([CH3:23])([CH3:22])[C:11]([C:24]2C=C[C:27]([C:28]([OH:30])=[O:29])=[C:26](F)[CH:25]=2)=[CH:10][CH2:9]3)[CH2:6][CH2:5]1.COC(C1[S:49]C(B(O)O)=CC=1)=O>>[NH2:1][C@:2]12[CH2:37][CH2:36][C@@H:35]([C:38]([CH3:40])=[CH2:39])[C@@H:3]1[C@@H:4]1[C@@:17]([CH3:20])([CH2:18][CH2:19]2)[C@@:16]2([CH3:21])[C@@H:7]([C@:8]3([CH3:34])[C@@H:13]([CH2:14][CH2:15]2)[C:12]([CH3:23])([CH3:22])[C:11]([C:24]2[S:49][C:27]([C:28]([OH:30])=[O:29])=[CH:26][CH:25]=2)=[CH:10][CH2:9]3)[CH2:6][CH2:5]1. Procedure details: The title compound was prepared following the method described above for the synthesis of 4-((1R,3aS,5aR,5bR,7aR,11aS,11bR,13aR,13bR)-3a-amino-5a,5b,8,8,11a-pentamethyl-1-(prop-1-en-2-yl)-2,3,3a,4,5,5a,5b,6,7,7a,8,11,11a,11b,12,13,13a,13b-octadecahydro-1H-cyclopenta[a]chrysen-9-yl)-2-fluorobenzoic acid using 5-(methoxycarbonyl)thiophen-2-ylboronic acid as the coupling reagent in Step 1. The product was isolated as a white solid (2.7 mg, 44%). LCMS: m/e 536.30 (M+H)+, 2.25 min (method 10). 1H NMR... The reactants are ClCCl, O=C(OO)c1cccc(Cl)c1, Clc1ccc(Sc2ccccc2)cn1. The product is O=S(c1ccccc1)c1ccc(Cl)nc1. Reaction SMILES: [CH2:26]([Cl:27])[Cl:28].[Cl:15][c:16]1[cH:17][cH:18][cH:19][c:20]([C:21]([O:22][OH:24])=[O:23])[cH:25]1.[Cl:1][c:2]1[n:3][cH:4][c:5]([S:8][c:9]2[cH:10][cH:11][cH:12][cH:13][cH:14]2)[cH:6][cH:7]1>>[Cl:1][c:2]1[n:3][cH:4][c:5]([S:8]([c:9]2[cH:10][cH:11][cH:12][cH:13][cH:14]2)=[O:23])[cH:6][cH:7]1. Starting materials: FC=1C=C(C=C(C1)F)[C@@H]1CN(C2(CCCC2)C(N1CC(=O)OCC)=O)C(=O)OC(C)(C)C (tert-Butyl (8R)-8-(3,5-difluorophenyl)-9-(2-ethoxy-2-oxoethyl)-10-oxo-6,9-diazaspiro[4.5]decane-6-carboxylate), [Li+].[OH-] (LiOH), Cl (HCl). Solvent: C1CCOC1 (THF), O (H2O). Conditions: time 6 hour. The product is C(C)(C)(C)OC(=O)N1C2(CCCC2)C(N([C@@H](C1)C1=CC(=CC(=C1)F)F)CC(=O)[O-])=O.[Li+] (Lithium [(8R)-6-(tert-butoxycarbonyl)-8-(3,5-difluorophenyl)-10-oxo-6,9-diazaspiro[4.5]dec-9-yl]acetate). As a reaction SMILES: [F:1][C:2]1[CH:3]=[C:4]([C@H:9]2[N:18]([CH2:19][C:20]([O:22]CC)=[O:21])[C:17](=[O:25])[C:12]3([CH2:16][CH2:15][CH2:14][CH2:13]3)[N:11]([C:26]([O:28][C:29]([CH3:32])([CH3:31])[CH3:30])=[O:27])[CH2:10]2)[CH:5]=[C:6]([F:8])[CH:7]=1.[Li+:33].[OH-].Cl>C1COCC1.O>[C:29]([O:28][C:26]([N:11]1[CH2:10][C@@H:9]([C:4]2[CH:3]=[C:2]([F:1])[CH:7]=[C:6]([F:8])[CH:5]=2)[N:18]([CH2:19][C:20]([O-:22])=[O:21])[C:17](=[O:25])[C:12]21[CH2:13][CH2:14][CH2:15][CH2:16]2)=[O:27])([CH3:32])([CH3:30])[CH3:31].[Li+:33] |f:1.2,6.7|. Procedure: To a solution of tert-butyl (8R)-8-(3,5-difluorophenyl)-9-(2-ethoxy-2-oxoethyl)-10-oxo-6,9-diazaspiro[4.5]decane-6-carboxylate from Step C (50 mg, 0.11 mmol) in THF (0.75 mL) and H2O (0.25 mL) was added 1 N aqueous LiOH (0.12 mL, 0.12 mmol) and the resulting mixture was stirred at ambient temperature for 6 h. The mixture was adjusted to pH 7 by addition of 1 N HCl and concentrated to dryness in vacuo to give the title compound. MS: m/z=369 (M-C4H7). Starting materials: CS(=O)(=O)CCNC(=CC(=O)OC)CC(=O)OC (Dimethyl 3-(2-methanesulfonylethylamino)-2-pentenedioate), [Br-].[Li+] (lithium bromide), ClCCl (Dichloromethane), S(C)(=O)(=O)[O-] (mesylate). Solvent: O (water). Conditions: temperature 35 celsius, time 19 hour. The product is BrCCNC(=CC(=O)OC)CC(=O)OC (dimethyl 3-(2-bromoethylamino)-2-pentenedioate). Yield: 86.7%. Reaction SMILES: CS([CH2:5][CH2:6][NH:7][C:8]([CH2:14][C:15]([O:17][CH3:18])=[O:16])=[CH:9][C:10]([O:12][CH3:13])=[O:11])(=O)=O.ClCCl.S([O-])(=O)(=O)C.[Br-:27].[Li+]>O>[Br:27][CH2:5][CH2:6][NH:7][C:8]([CH2:14][C:15]([O:17][CH3:18])=[O:16])=[CH:9][C:10]([O:12][CH3:13])=[O:11] |f:3.4|. Reported procedure: Dimethyl 3-(2-methanesulfonylethylamino)-2-pentenedioate (156.3 g, 529 mmol) was added to a 2 L three-neck flask, which was fitted with a mechanical stirrer, thermometer, and reflux condenser. Dichloromethane (750 mL) was added and stirred until the mesylate had completely dissolved, anhydrous lithium bromide (69.0 g, 794 mmmol) was added, and the mixture stirred at 35° C. for 19 hours. The mixture was cooled to 0° C. and water (250 mL) added, then stirred for 5 minutes and the phases separated....